This data is from the Open Reaction Database (ORD), a public repository of structured organic reaction records. The task is: describe an organic reaction: reactants, conditions, products, and yield Starting materials: S1C(=CC=C1)CC(=O)Cl (2-thiopheneacetyl chloride), COC(C1=CC=C(C=C1)C1=C2/C(/C(NC2=CC=C1N)=O)=C/C=1NC=CC1OC)=O ((Z)-4-[5-amino-2,3-dihydro-3-[(3-methoxy-1H-pyrrol-2-yl) methylene]-2-oxo-1H-indol-4-yl]-benzoic acid methyl ester). The solvent is C(=O)(O)[O-].[Na+] (NaHCO3), C1CCOC1 (THF). Yields the product COC(C1=CC=C(C=C1)C1=C2/C(/C(NC2=CC=C1NC(CC=1SC=CC1)=O)=O)=C/C=1NC=CC1OC)=O ((Z)-4-[2,3-dihydro-3-[(3-methoxy-1H-pyrrol-2-yl) methylene]-2-oxo-5-[(2-thienylacetyl)amino]-1H-indol-4-yl]-benzoic acid methyl ester). Yield: 90.1%. Reaction SMILES: [CH3:1][O:2][C:3](=[O:29])[C:4]1[CH:9]=[CH:8][C:7]([C:10]2[C:18]([NH2:19])=[CH:17][CH:16]=[C:15]3[C:11]=2/[C:12](=[CH:21]/[C:22]2[NH:23][CH:24]=[CH:25][C:26]=2[O:27][CH3:28])/[C:13](=[O:20])[NH:14]3)=[CH:6][CH:5]=1.[S:30]1[CH:34]=[CH:33][CH:32]=[C:31]1[CH2:35][C:36](Cl)=[O:37]>C([O-])(O)=O.[Na+].C1COCC1>[CH3:1][O:2][C:3](=[O:29])[C:4]1[CH:9]=[CH:8][C:7]([C:10]2[C:18]([NH:19][C:36](=[O:37])[CH2:35][C:31]3[S:30][CH:34]=[CH:33][CH:32]=3)=[CH:17][CH:16]=[C:15]3[C:11]=2/[C:12](=[CH:21]/[C:22]2[NH:23][CH:24]=[CH:25][C:26]=2[O:27][CH3:28])/[C:13](=[O:20])[NH:14]3)=[CH:6][CH:5]=1 |f:2.3|. Procedure details: Using Method M above, (Z)-4-[5-amino-2,3-dihydro-3-[(3-methoxy-1H-pyrrol-2-yl)methylene]-2-oxo-1H-indol-4-yl]-benzoic acid methyl ester (310 mg, 0.8 mmol) (from Example 46 supra) was acylated with 2-thiopheneacetyl chloride (260 mg, 1.6 mmol) (Aldrich) in saturated aqueous NaHCO3 (1.6 mL) and THF (15 mL) at room temperature for 3 h to yield (Z)-4-[2,3-dihydro-3-[(3-methoxy-1H-pyrrol-2-yl) methylene]-2-oxo-5-[(2-thienylacetyl)amino]-1H-indol-4-yl]-benzoic acid methyl ester (yield 370 mg, 90%). Reactants: ClC1=NC(=CC(=C1C#N)C1=CC=CC=C1)Cl (2,6-dichloro-4-phenyl-3-cyano-pyridine), N1CCOCC1 (morpholine). Run in C(C)O (ethanol). Product: ClC1=NC(=CC(=C1C#N)C1=CC=CC=C1)N1CCOCC1 (2-chloro-6-morpholino-4-phenyl-3-cyano-pyridine). Yield: 86.1%. Reaction SMILES: [Cl:1][C:2]1[C:7]([C:8]#[N:9])=[C:6]([C:10]2[CH:15]=[CH:14][CH:13]=[CH:12][CH:11]=2)[CH:5]=[C:4](Cl)[N:3]=1.[NH:17]1[CH2:22][CH2:21][O:20][CH2:19][CH2:18]1>C(O)C>[Cl:1][C:2]1[C:7]([C:8]#[N:9])=[C:6]([C:10]2[CH:15]=[CH:14][CH:13]=[CH:12][CH:11]=2)[CH:5]=[C:4]([N:17]2[CH2:22][CH2:21][O:20][CH2:19][CH2:18]2)[N:3]=1. Procedure: A suspension of 24.9 gm (0.1 mol) of 2,6-dichloro-4-phenyl-3-cyano-pyridine in 400 ml of ethanol was slowly admixed with 17.4 gm (0.2 mol) of morpholine, and the resulting mixture was refluxed for about two hours. Even while refluxing, but primarily upon subsequent cooling (optionally on an ice water bath) of the reaction mixture, a colorless crystalline precipitate formed which was collected by suction filtration, very thoroughly washed with water and dried. 25.8 gm (86% of theory) of 2-chloro-... The reactants are CCc1nc2c(cnn2CC)c(NC2CCOCC2)c1CNC(=O)c1cccc(C(=O)NCc2ccc(F)c(-c3cccc(C=O)c3)c2)c1, CC1CNCC(C)N1, CS(C)=O. Yields the product CCc1nc2c(cnn2CC)c(NC2CCOCC2)c1CNC(=O)c1cccc(C(=O)NCc2ccc(F)c(-c3cccc(CN4CC(C)NC(C)C4)c3)c2)c1. As a reaction SMILES: [CH2:1]([CH3:2])[n:3]1[n:4][cH:5][c:6]2[c:7]1[n:8][c:9]([CH2:48][CH3:49])[c:10]([CH2:19][NH:20][C:21](=[O:22])[c:23]1[cH:24][c:25]([C:29](=[O:30])[NH:31][CH2:32][c:33]3[cH:34][c:35](-[c:40]4[cH:41][c:42]([CH:46]=[O:47])[cH:43][cH:44][cH:45]4)[c:36]([F:39])[cH:37][cH:38]3)[cH:26][cH:27][cH:28]1)[c:11]2[NH:12][CH:13]1[CH2:14][CH2:15][O:16][CH2:17][CH2:18]1.[CH3:50][CH:51]1[NH:52][CH:53]([CH3:57])[CH2:54][NH:55][CH2:56]1.[CH3:58][S:59]([CH3:60])=[O:61]>>[CH2:1]([CH3:2])[n:3]1[n:4][cH:5][c:6]2[c:7]1[n:8][c:9]([CH2:48][CH3:49])[c:10]([CH2:19][NH:20][C:21](=[O:22])[c:23]1[cH:24][c:25]([C:29](=[O:30])[NH:31][CH2:32][c:33]3[cH:34][c:35](-[c:40]4[cH:41][c:42]([CH2:46][N:55]5[CH2:54][CH:53]([CH3:57])[NH:52][CH:51]([CH3:50])[CH2:56]5)[cH:43][cH:44][cH:45]4)[c:36]([F:39])[cH:37][cH:38]3)[cH:26][cH:27][cH:28]1)[c:11]2[NH:12][CH:13]1[CH2:14][CH2:15][O:16][CH2:17][CH2:18]1. Starting materials: C(C1=CC=CC=C1)OC(=O)N[C@@H](CC1=CC=CC2=CC=CC=C12)C(=O)N[C@@H](CC1=CNC=N1)C(=O)N[C@H]([C@H](CC(=O)OCC)O)CC(C)C (Ethyl 4(S)-[N-benzyloxycarbonyl-3-(1-naphthyl)-L-alanyl-L-histidyl]amino-3(S)-hydroxy-6-methylheptanoate), O.NN (hydrazine hydrate). Run in CN(C=O)C (dimethylformamide). Reaction conditions: time 2 day. Product: C(C1=CC=CC=C1)OC(=O)N[C@@H](CC1=CC=CC2=CC=CC=C12)C(=O)N[C@@H](CC1=CNC=N1)C(=O)N[C@H]([C@H](CC(=O)NN)O)CC(C)C (4(S)-[N-Benzyloxycarbonyl-3-(1-naphthyl)-L-alanyl-L-histidyl]amino-3(S)-hydroxy-6-methylheptanoic acid hydrazide). The yield is 170.3%. As a reaction SMILES: C([O:8][C:9]([NH:11][C@H:12]([C:24]([NH:26][C@H:27]([C:34]([NH:36][C@@H:37]([CH2:46][CH:47]([CH3:49])[CH3:48])[C@@H:38]([OH:45])[CH2:39][C:40](OCC)=[O:41])=[O:35])[CH2:28][C:29]1[N:33]=[CH:32][NH:31][CH:30]=1)=[O:25])[CH2:13][C:14]1[C:23]2[C:18](=[CH:19][CH:20]=[CH:21][CH:22]=2)[CH:17]=[CH:16][CH:15]=1)=O)C1C=CC=CC=1.[OH2:50].[NH2:51][NH2:52]>CN(C)C=O>[CH2:13]([O:50][C:9]([NH:11][C@H:12]([C:24]([NH:26][C@H:27]([C:34]([NH:36][C@@H:37]([CH2:46][CH:47]([CH3:49])[CH3:48])[C@@H:38]([OH:45])[CH2:39][C:40]([NH:51][NH2:52])=[O:41])=[O:35])[CH2:28][C:29]1[N:33]=[CH:32][NH:31][CH:30]=1)=[O:25])[CH2:13][C:14]1[C:23]2[C:18](=[CH:19][CH:20]=[CH:21][CH:22]=2)[CH:17]=[CH:16][CH:15]=1)=[O:8])[C:14]1[CH:23]=[CH:18][CH:17]=[CH:16][CH:15]=1 |f:1.2|. Procedure details: 134 mg (0.2 mmole) of ethyl 4(S)-[N-benzyloxycarbonyl-3-(1-naphthyl)-L-alanyl-L-histidyl]amino-3(S)-hydroxy-6-methylheptanoate (prepared as described in Example 1) were dissolved in 2 ml of dimethylformamide, and 100 mg (2 mmole) of hydrazine hydrate were added to the resulting solution, which was then stirred at room temperature for 2 days. The solvent was then removed by distillation under reduced pressure, and water was added to the resulting residue to form a precipitate, which was filtered ... The reactants are Cl.C(N)(=N)C1=CC=C(C=C1)C1=CC=C(C=C1)C(=O)N1CCC(CC1)C=C=O (4-amidino-4'-[(4-carbonylmethylpiperidino)carbonyl]biphenyl hydrochloride), C1(=CC=C(C=C1)S(=O)(=O)O)C (p-toluenesulphonic acid), C(C1=CC=CC=C1)O (benzyl alcohol). Run at temperature 70 celsius, time 4 hour. Product: C=1(C(=CC=CC1)S(=O)(=O)O)C.C(N)(=N)C1=CC=C(C=C1)C1=CC=C(C=C1)C(=O)N1CCC(CC1)CC(=O)OCC1=CC=CC=C1 (4-Amidino-4'-[(4-benzyloxycarbonylmethylpiperidino)carbonyl]biphenyl toluenesulphonate). As a reaction SMILES: Cl.[C:2]([C:5]1[CH:10]=[CH:9][C:8]([C:11]2[CH:16]=[CH:15][C:14]([C:17]([N:19]3[CH2:24][CH2:23][CH:22]([CH:25]=[C:26]=[O:27])[CH2:21][CH2:20]3)=[O:18])=[CH:13][CH:12]=2)=[CH:7][CH:6]=1)(=[NH:4])[NH2:3].C1(C)C=CC([S:34]([OH:37])(=[O:36])=[O:35])=CC=1.[CH2:39]([OH:46])[C:40]1[CH:45]=[CH:44][CH:43]=[CH:42][CH:41]=1>>[C:5]1([CH3:2])[C:10]([S:34]([OH:37])(=[O:36])=[O:35])=[CH:9][CH:8]=[CH:7][CH:6]=1.[C:2]([C:5]1[CH:6]=[CH:7][C:8]([C:11]2[CH:16]=[CH:15][C:14]([C:17]([N:19]3[CH2:24][CH2:23][CH:22]([CH2:25][C:26]([O:46][CH2:39][C:40]4[CH:45]=[CH:44][CH:43]=[CH:42][CH:41]=4)=[O:27])[CH2:21][CH2:20]3)=[O:18])=[CH:13][CH:12]=2)=[CH:9][CH:10]=1)(=[NH:3])[NH2:4] |f:0.1,4.5|. Procedure details: A mixture of 1.6 g of 4-amidino-4'-[(4-carbonylmethylpiperidino)carbonyl]biphenyl hydrochloride, 50 ml of benzyl alcohol and 1 g of p-toluenesulphonic acid is heated to 70° C. with stirring for 4 hours under 100 mbar and then evaporated down in a water jet vacuum at 140°-150° C. The residue was triturated with ether, the solid product obtained was filtered off and dissolved in dimethylformamide, the solution was evaporated down and the residue was triturated with ether.